From a dataset of the Open Reaction Database (ORD), a public repository of structured organic reaction records. describe an organic reaction: reactants, conditions, products, and yield Starting materials: ClC1=C(C=C2C(=CNC2=C1)C=O)C1=CC=C(C=C1)C1(CC1)C(=O)O (1-[4-(6-chloro-3-formyl-1H-indol-5-yl)phenyl]cyclopropanecarboxylic acid), Cl(=O)[O-].[Na+] (Sodium chlorite), O.O.P(=O)(O)(O)[O-].[Na+] (sodium dihydrogen phosphate dihydrate), CC(C)=CC (2-methyl-2-butene). Solvent: C(C)(C)(C)O (t-butanol), CC#N (MeCN), O (water). Conditions: temperature 0 celsius. Product: C(=O)(O)C1(CC1)C1=CC=C(C=C1)C=1C=C2C(=CNC2=CC1Cl)C(=O)O (5-[4-(1-carboxycyclopropyl)phenyl]-6-chloro-1H-indole-3-carboxylic acid). Yield: 30.4%. RXN SMILES: [Cl:1][C:2]1[CH:10]=[C:9]2[C:5]([C:6]([CH:11]=[O:12])=[CH:7][NH:8]2)=[CH:4][C:3]=1[C:13]1[CH:18]=[CH:17][C:16]([C:19]2([C:22]([OH:24])=[O:23])[CH2:21][CH2:20]2)=[CH:15][CH:14]=1.CC(=CC)C.Cl([O-])=[O:31].[Na+].O.O.P([O-])(O)(O)=O.[Na+]>CC#N.O.C(O)(C)(C)C>[C:22]([C:19]1([C:16]2[CH:17]=[CH:18][C:13]([C:3]3[CH:4]=[C:5]4[C:9](=[CH:10][C:2]=3[Cl:1])[NH:8][CH:7]=[C:6]4[C:11]([OH:31])=[O:12])=[CH:14][CH:15]=2)[CH2:20][CH2:21]1)([OH:24])=[O:23] |f:2.3,4.5.6.7|. Reported procedure: 1-[4-(6-chloro-3-formyl-1H-indol-5-yl)phenyl]cyclopropanecarboxylic acid (253 mg, 0.577 mmol) was dissolved in MeCN (6 mL) and warm t-butanol (6 mL). 2-methyl-2-butene (4 mL) was added and the mixture was cooled to 0° C. Sodium chlorite (780 mg, 11.6 mmol) and sodium dihydrogen phosphate dihydrate (1800 mg, 11.54 mmol) were dissolved in water (4 mL). The aqueous solution was added to the organic solution dropwise via addition funnel and the ice bath was removed and the mixture was allowed to war...